Dataset: the Open Reaction Database (ORD), a public repository of structured organic reaction records. Task: describe an organic reaction: reactants, conditions, products, and yield Starting materials: C(C1=CC=CC=C1)(=O)N (benzamide), CC(C)(C)C=O (pivaldehyde), N1N=NC2=C1C=CC=C2 (benzotriazole), C1(=CC=C(C=C1)S(=O)(=O)O)C (p-toluenesulfonic acid). Product: N1(N=NC2=C1C=CC=C2)C(C(C)(C)C)NC(C2=CC=CC=C2)=O (N-[1-(1H-1,2,3-Benzotriazol-1-yl)-2,2-dimethylpropyl]benzamide). RXN SMILES: [C:1]([NH2:9])(=[O:8])[C:2]1[CH:7]=[CH:6][CH:5]=[CH:4][CH:3]=1.[CH3:10][C:11]([CH:14]=O)([CH3:13])[CH3:12].[NH:16]1[C:20]2[CH:21]=[CH:22][CH:23]=[CH:24][C:19]=2[N:18]=[N:17]1.C1(C)C=CC(S(O)(=O)=O)=CC=1>>[N:16]1([CH:14]([NH:9][C:1](=[O:8])[C:2]2[CH:7]=[CH:6][CH:5]=[CH:4][CH:3]=2)[C:11]([CH3:12])([CH3:13])[CH3:10])[C:20]2[CH:21]=[CH:22][CH:23]=[CH:24][C:19]=2[N:18]=[N:17]1. Procedure details: A suspension of benzamide, pivaldehyde, benzotriazole, and p-toluenesulfonic acid was processed as in Example 1C to provide the title compound. The reactants are C(C)N(CC)CC1=CC=NC=C1 (4-(N,N-diethylaminomethyl)pyridine), OS(=O)(=O)O (H2SO4), S(=O)(=O)([O-])OOS(=O)(=O)[O-].[NH4+].[NH4+] (ammonium persulfate), CO (methanol). Run in O (water). The product is C(C)N(CC)CC1=CC(=NC=C1)CO (4-(N,N-diethylaminomethyl)-2-hydroxymethylpyridine). Isolated yield 29.0%. As a reaction SMILES: [CH2:1]([N:3]([CH2:6][C:7]1[CH:12]=[CH:11][N:10]=[CH:9][CH:8]=1)[CH2:4][CH3:5])[CH3:2].S(OOS([O-])(=O)=O)([O-])(=O)=O.[NH4+].[NH4+].[CH3:25][OH:26].OS(O)(=O)=O>O>[CH2:1]([N:3]([CH2:6][C:7]1[CH:8]=[CH:9][N:10]=[C:11]([CH2:25][OH:26])[CH:12]=1)[CH2:4][CH3:5])[CH3:2] |f:1.2.3|. Procedure details: Treatment of 4-(N,N-diethylaminomethyl)pyridine (2.0 g, 12.20 mmol) with ammonium persulfate (5.56 g, 24.4 g, 2.0 equiv.), methanol (22 ml), water (11 ml) and concentrated H2SO4 (2.76 g, 28.18 mmol, 2.31 equiv.) as described for Cpd #214 gave 0.697 g (29%) of 4-(N,N-diethylaminomethyl)-2-hydroxymethylpyridine. Reactants: COC(C=CC1=CC=C(C=C1)C1=CCCCC2=C1C=CC=C2)=O (3-[4-(8,9-Dihydro-7H-benzocyclohepten-5-yl)-phenyl]-acrylic acid methyl ester), pyridinium bromide perbromide. Run in C(Cl)Cl (CH2Cl2). Conditions: time 1 hour. Yields the product COC(C=CC1=CC=C(C=C1)C1=C(CCCC2=C1C=CC=C2)Br)=O (3-[4-(6-Bromo-8,9-dihydro-7H-benzocyclohepten-5-yl)-phenyl]-acrylic acid methyl ester). The yield is 99.8%. As a reaction SMILES: [CH3:1][O:2][C:3](=[O:23])[CH:4]=[CH:5][C:6]1[CH:11]=[CH:10][C:9]([C:12]2[C:18]3[CH:19]=[CH:20][CH:21]=[CH:22][C:17]=3[CH2:16][CH2:15][CH2:14][CH:13]=2)=[CH:8][CH:7]=1.C1C=C[NH+]=CC=1.[Br:30][Br-]Br>C(Cl)Cl>[CH3:1][O:2][C:3](=[O:23])[CH:4]=[CH:5][C:6]1[CH:11]=[CH:10][C:9]([C:12]2[C:18]3[CH:19]=[CH:20][CH:21]=[CH:22][C:17]=3[CH2:16][CH2:15][CH2:14][C:13]=2[Br:30])=[CH:8][CH:7]=1 |f:1.2|. Procedure details: To a solution of the olefin (2b) (5.44 g, 17.9 mmol) in CH2Cl2 (300 mL) at 0° C. was added pyridinium bromide perbromide (90%, 7.0 g, 19.6 mmol) in portions over 0.5 h. After stirring 1 h the solution was washed with water, sat. NaHSO3, water and was dried (MgSO4). The solvent was removed under reduced pressure to give the bromide (2c) as an oil (6.85 g, 100%): 1H NMR (CDCl3) δ 7.69 (d, J=16.1 Hz, 1H), 7.50 (d, J=8.1 Hz, 2H), 7.20 (m, 5H), 6.80 (d, J=7.3 Hz, 1H), 6.43 (d, J=16.1 Hz, 1H), 3.81 (s...